From a dataset of the Open Reaction Database (ORD), a public repository of structured organic reaction records. describe an organic reaction: reactants, conditions, products, and yield The reactants are C(Cl)Cl (methylene chloride), N([C@@H](CCC(O)=O)C(=O)OC(C)(C)C)C(=O)OC(C)(C)C.Cl (Boc-Glu-OtBu hydrochloride), C1=CN(C=N1)C(=O)N2C=CN=C2 (CDI), NC=1C=C(C(=C(C1)S(=O)(=O)O)C)Cl (5-amino-3-chloro-2-methylbenzenesulfonic acid). The solvent is FC(C(=O)O)(F)F (trifluoroacetic acid), C1CCOC1 (THF). Run at time 8 hour. Product: ClC=1C=C(C=C(C1C)S(=O)(=O)O)NC(CC[C@H](N)C(=O)O)=O (N5-(3-chloro-4-methyl-5-sulfophenyl)-L-glutamine). Reaction SMILES: C(Cl)Cl.[NH:4](C(OC(C)(C)C)=O)[C@H:5]([C:11]([O:13]C(C)(C)C)=[O:12])[CH2:6][CH2:7][C:8](=[O:10])O.Cl.C1N=CN(C(N2C=NC=C2)=O)C=1.[NH2:38][C:39]1[CH:40]=[C:41]([Cl:50])[C:42]([CH3:49])=[C:43]([S:45]([OH:48])(=[O:47])=[O:46])[CH:44]=1>FC(F)(F)C(O)=O.C1COCC1>[Cl:50][C:41]1[CH:40]=[C:39]([NH:38][C:8](=[O:10])[CH2:7][CH2:6][C@@H:5]([C:11]([OH:13])=[O:12])[NH2:4])[CH:44]=[C:43]([S:45]([OH:48])(=[O:47])=[O:46])[C:42]=1[CH3:49] |f:1.2|. Reported procedure: After 1 ml of methylene chloride and 1 ml of THF were added to 303 mg (1 mmol) of Boc-Glu-OtBu hydrochloride and 180 mg (1.1 mmol) of CDI, 221 mg of 5-amino-3-chloro-2-methylbenzenesulfonic acid was further added to mixture. The mixture was stirred at room temperature overnight and then purified in accordance with the purification step A to give the protected form of the intended product. The obtained protected product was dissolved in 5 ml of trifluoroacetic acid. The solution was stirred for 2... Reactants: C1(=CC=CC=C1)OC(NC1=CC=C(C=C1)C1=NC(=NC=2OC(CN(C(C21)=O)C2CCOCC2)(C)C)N2CC1CCC(C2)O1)=O ({4-[8,8-dimethyl-2-(8-oxa-3-azabicyclo[3.2.1]oct-3-yl)-5-oxo-6-(tetrahydropyran-4-yl)-5,6,7,8-tetrahydro-9-oxa-1,3,6-triazabenzocyclohepten-4-yl]phenyl}carbamic acid phenyl ester), CN1N=C(C=C1)N (1-methyl-1H-pyrazol-3-ylamine), CN1N=C(C=C1)N (1-methyl-1H-pyrazol-3-ylamine), CN(C)C=O (DMF). Solvent: C1CCOC1 (THF). Run at temperature 100 celsius. Yields the product CC1(CN(C(C2=C(O1)N=C(N=C2C2=CC=C(C=C2)NC(=O)NC2=NN(C=C2)C)N2CC1CCC(C2)O1)=O)C1CCOCC1)C (1-{4-[8,8-dimethyl-2-(8-oxa-3-azabicyclo[3.2.1]oct-3-yl)-5-oxo-6-(tetrahydropyran-4-yl)-5,6,7,8-tetrahydro-9-oxa-1,3,6-triazabenzocyclohepten-4-yl]phenyl}-3-(1-methyl-1H-pyrazol-3-yl)urea). RXN SMILES: C1([O:7][C:8](=O)[NH:9][C:10]2[CH:15]=[CH:14][C:13]([C:16]3[C:26]4[C:25](=[O:27])[N:24]([CH:28]5[CH2:33][CH2:32][O:31][CH2:30][CH2:29]5)[CH2:23][C:22]([CH3:35])([CH3:34])[O:21][C:20]=4[N:19]=[C:18]([N:36]4[CH2:42][CH:41]5[O:43][CH:38]([CH2:39][CH2:40]5)[CH2:37]4)[N:17]=3)=[CH:12][CH:11]=2)C=CC=CC=1.[CH3:45][N:46]1[CH:50]=[CH:49][C:48]([NH2:51])=[N:47]1.CN(C=O)C>C1COCC1>[CH3:35][C:22]1([CH3:34])[O:21][C:20]2[N:19]=[C:18]([N:36]3[CH2:37][CH:38]4[O:43][CH:41]([CH2:40][CH2:39]4)[CH2:42]3)[N:17]=[C:16]([C:13]3[CH:12]=[CH:11][C:10]([NH:9][C:8]([NH:51][C:48]4[CH:49]=[CH:50][N:46]([CH3:45])[N:47]=4)=[O:7])=[CH:15][CH:14]=3)[C:26]=2[C:25](=[O:27])[N:24]([CH:28]2[CH2:33][CH2:32][O:31][CH2:30][CH2:29]2)[CH2:23]1. Procedure details: 50 mg (83.4 μmol) of {4-[8,8-dimethyl-2-(8-oxa-3-azabicyclo[3.2.1]oct-3-yl)-5-oxo-6-(tetrahydropyran-4-yl)-5,6,7,8-tetrahydro-9-oxa-1,3,6-triazabenzocyclohepten-4-yl]phenyl}carbamic acid phenyl ester are placed in a microwave reactor and 25 mg (26 μmol) of 1-methyl-1H-pyrazol-3-ylamine are added. 1 ml of DMF and 2 ml of THF are added. The reactor is heated in a Biotage microwave machine for 30 minutes at 100° C. 100 mg (100 μmol) of 1-methyl-1H-pyrazol-3-ylamine are added and the mixture is heat... The reactants are ice, C(C(O)C1=CC=CC=C1)(=O)O (mandelic acid), OC1=CC=C(C=C1)CC(=O)O (4-hydroxyphenylacetic acid), S(O)(O)(=O)=O (sulfuric acid). The product is O=C1OC2=C(C1C1=CC=CC=C1)C=C(C=C2)CC(=O)O (2-(2,3-Dihydro-2-oxo-3-phenyl-5-benzofuranyl)-acetic acid). Isolated yield 88.5%. Reaction SMILES: [C:1](O)(=[O:10])[CH:2]([C:4]1[CH:9]=[CH:8][CH:7]=[CH:6][CH:5]=1)O.[OH:12][C:13]1[CH:18]=[CH:17][C:16]([CH2:19][C:20]([OH:22])=[O:21])=[CH:15][CH:14]=1.S(=O)(=O)(O)O>>[O:10]=[C:1]1[CH:2]([C:4]2[CH:9]=[CH:8][CH:7]=[CH:6][CH:5]=2)[C:18]2[CH:17]=[C:16]([CH2:19][C:20]([OH:22])=[O:21])[CH:15]=[CH:14][C:13]=2[O:12]1. Procedure: 75 g of mandelic acid and 75 g of 4-hydroxyphenylacetic acid are mixed in a round-bottomed flask. 800 ml of 80% strength sulfuric acid are added and the medium is then brought rapidly to 90° C. while being stirred. It is hydrolyzed with 2 kg of ice, the aqueous phase is extracted with 3 times 500 ml of ethyl acetate and the organic phase is washed with water, dried over anhydrous sodium sulfate and concentrated under vacuum. 117 g of a yellow oil are thereby obtained, which is purified by chroma... Reactants: Cc1c(C(=O)C(C)C)oc2ccc(Br)cc12, Cc1ccccc1, OB(O)C1CC1, COc1cccc(OC)c1-c1ccccc1P(C1CCCCC1)C1CCCCC1, [Na+], [Na+], O=C([O-])[O-], O=C(C=Cc1ccccc1)C=Cc1ccccc1, O=C(C=Cc1ccccc1)C=Cc1ccccc1, O=C(C=Cc1ccccc1)C=Cc1ccccc1, [Pd], [Pd]. Product: Cc1c(C(=O)C(C)C)oc2ccc(C3CC3)cc12. As a reaction SMILES: [Br:1][c:2]1[cH:3][cH:4][c:5]2[c:6]([c:7]([CH3:15])[c:8]([C:10]([CH:11]([CH3:12])[CH3:13])=[O:14])[o:9]2)[cH:16]1.[CH3:58][c:59]1[cH:60][cH:61][cH:62][cH:63][cH:64]1.[CH:17]1([B:20]([OH:21])[OH:22])[CH2:18][CH2:19]1.[CH:29]1([P:30]([CH:31]2[CH2:32][CH2:33][CH2:34][CH2:35][CH2:36]2)[c:37]2[cH:38][cH:39][cH:40][cH:41][c:42]2-[c:43]2[c:44]([O:45][CH3:46])[cH:47][cH:48][cH:49][c:50]2[O:51][CH3:52])[CH2:53][CH2:54][CH2:55][CH2:56][CH2:57]1.[Na+:23].[Na+:24].[O-:25][C:26](=[O:27])[O-:28].[O:103]=[C:104]([CH:105]=[CH:106][c:107]1[cH:108][cH:109][cH:110][cH:111][cH:112]1)[CH:113]=[CH:114][c:115]1[cH:116][cH:117][cH:118][cH:119][cH:120]1.[O:67]=[C:68]([CH:69]=[CH:70][c:71]1[cH:72][cH:73][cH:74][cH:75][cH:76]1)[CH:77]=[CH:78][c:79]1[cH:80][cH:81][cH:82][cH:83][cH:84]1.[O:85]=[C:86]([CH:87]=[CH:88][c:89]1[cH:90][cH:91][cH:92][cH:93][cH:94]1)[CH:95]=[CH:96][c:97]1[cH:98][cH:99][cH:100][cH:101][cH:102]1.[Pd:65].[Pd:66]>>[c:2]1([CH:17]2[CH2:18][CH2:19]2)[cH:3][cH:4][c:5]2[c:6]([c:7]([CH3:15])[c:8]([C:10]([CH:11]([CH3:12])[CH3:13])=[O:14])[o:9]2)[cH:16]1. Starting materials: C(#N)C1=C(C(=CC=C1)CC=C)C (1-cyano-2-methyl-3-prop-2-enylbenzene), C[SiH](C1=CC=CC=C1)C (dimethylphenylsilane). The reagents and catalysts are O.Cl.Cl.Cl[Pt](Cl)(Cl)Cl (hexachloroplatinic acid hexahydrate). Run in C1CCCCC1 (cyclohexane), C(C)(C)O (isopropanol). Conditions: temperature 55 celsius, time 3 hour. The product is C[Si](C1=CC=CC=C1)(CCCC1=C(C(=CC=C1)C#N)C)C (dimethyl-3-(2'-methyl-3'-cyanophenyl)-propylphenylsilane). Isolated yield 73.1%. As a reaction SMILES: [C:1]([C:3]1[CH:8]=[CH:7][CH:6]=[C:5]([CH2:9][CH:10]=[CH2:11])[C:4]=1[CH3:12])#[N:2].[CH3:13][SiH:14]([CH3:21])[C:15]1[CH:20]=[CH:19][CH:18]=[CH:17][CH:16]=1>C1CCCCC1.C(O)(C)C.O.Cl.Cl.Cl[Pt](Cl)(Cl)Cl>[CH3:13][Si:14]([CH3:21])([CH2:11][CH2:10][CH2:9][C:5]1[CH:6]=[CH:7][CH:8]=[C:3]([C:1]#[N:2])[C:4]=1[CH3:12])[C:15]1[CH:20]=[CH:19][CH:18]=[CH:17][CH:16]=1 |f:4.5.6.7|. Procedure: 9.0 g of 1-cyano-2-methyl-3-prop-2-enylbenzene are dissolved in 100 ml of absolute cyclohexane, and 7.75 g of dimethylphenylsilane are added at room temperature. 0.1 g of hexachloroplatinic acid hexahydrate, dissolved in 2 ml of absolute isopropanol, is added to this mixture. The reaction mixture is stirred for 3 hours at 55° C. The solvent is removed by distillation in a rotary evaporator. High boiling components are separated off by distillation under reduced pressure (condensate 82°-105° C./0...